From a dataset of the Open Reaction Database (ORD), a public repository of structured organic reaction records. describe an organic reaction: reactants, conditions, products, and yield Starting materials: NC[C@@H]1CN(C(O1)=O)C[C@H]1N(C([C@H]1NC(\C(\C=1N=C(SC1)N)=N/OC(C(=O)O)(C)C)=O)=O)S(=O)(=O)O (2-(((Z)-(2-(((2R,3S)-2-(((R)-5-(aminomethyl)-2-oxooxazolidin-3-yl)methyl)-4-oxo-1-sulfoazetidin-3-yl)amino)-1-(2-aminothiazol-4-yl)-2-oxoethylidene)amino)oxy)-2-methylpropanoic acid), Cl.N1(N=CC=C1)C(=N)N (Pyrazole-1-carboxamidine hydrochloride), CCN(C(C)C)C(C)C (DIPEA). Run in CN(C)C=O (DMF). Run at time 5 hour. The product is NC=1SC=C(N1)/C(/C(=O)N[C@H]1[C@H](N(C1=O)S(=O)(=O)O)CN1C(O[C@@H](C1)CNC(=N)N)=O)=N/OC(C(=O)O)(C)C (2-(((Z)-(1-(2-aminothiazol-4-yl)-2-(((2R,3S)-2-(((R)-5-(guanidinomethyl)-2-oxooxazolidin-3-yl)methyl)-4-oxo-1-sulfoazetidin-3-yl)amino)-2-oxoethylidene)amino)oxy)-2-methylpropanoic acid). Isolated yield 53.8%. As a reaction SMILES: [NH2:1][CH2:2][C@H:3]1[O:7][C:6](=[O:8])[N:5]([CH2:9][C@@H:10]2[C@H:13]([NH:14][C:15](=[O:31])/[C:16](=[N:23]\[O:24][C:25]([CH3:30])([CH3:29])[C:26]([OH:28])=[O:27])/[C:17]3[N:18]=[C:19]([NH2:22])[S:20][CH:21]=3)[C:12](=[O:32])[N:11]2[S:33]([OH:36])(=[O:35])=[O:34])[CH2:4]1.Cl.[N:38]1([C:43](N)=[NH:44])C=CC=N1.CCN(C(C)C)C(C)C>CN(C=O)C>[NH2:22][C:19]1[S:20][CH:21]=[C:17](/[C:16](=[N:23]/[O:24][C:25]([CH3:29])([CH3:30])[C:26]([OH:28])=[O:27])/[C:15]([NH:14][C@@H:13]2[C:12](=[O:32])[N:11]([S:33]([OH:36])(=[O:34])=[O:35])[C@@H:10]2[CH2:9][N:5]2[CH2:4][C@@H:3]([CH2:2][NH:1][C:43]([NH2:44])=[NH:38])[O:7][C:6]2=[O:8])=[O:31])[N:18]=1 |f:1.2|. Procedure details: To a solution of 2-(((Z)-(2-(((2R,3S)-2-(((R)-5-(aminomethyl)-2-oxooxazolidin-3-yl)methyl)-4-oxo-1-sulfoazetidin-3-yl)amino)-1-(2-aminothiazol-4-yl)-2-oxoethylidene)amino)oxy)-2-methylpropanoic acid (30.1 mg, 0.055 mmol) and Pyrazole-1-carboxamidine hydrochloride (16.1 mg, 0.110 mmol) in DMF (548 μl) was added DIPEA (38.3 μl, 0.219 mmol). After 5 h of stirring at rt, the solution was concentrated in vacuo and purified by reverse phase prep HPLC (XSelect CSH, 30×100 mm, 5 μm, C18 column; ACN-wate... The reactants are COC1=CC2=C(SC(=C2OC(C)C)C(=O)O)C=C1 (5-methoxy-3-(1-methyl ethoxy)benzo[b]thiophene-2-carboxylic acid), NC1=NC=C(C(=O)OCC)C=C1 (ethyl 6-aminonicotinate). Product: COC1=CC2=C(SC(=C2OC(C)C)C(=O)NC2=CC=C(C=N2)C(=O)OCC)C=C1 (Ethyl 6-[[[5-methoxy-3-(1-methylethoxy)benzo[b]thien-2-yl]carbonyl]amino]-3-pyridinecarboxylate). The yield is 5.4%. As a reaction SMILES: [CH3:1][O:2][C:3]1[CH:18]=[CH:17][C:6]2[S:7][C:8]([C:14]([OH:16])=O)=[C:9]([O:10][CH:11]([CH3:13])[CH3:12])[C:5]=2[CH:4]=1.[NH2:19][C:20]1[CH:30]=[CH:29][C:23]([C:24]([O:26][CH2:27][CH3:28])=[O:25])=[CH:22][N:21]=1>>[CH3:1][O:2][C:3]1[CH:18]=[CH:17][C:6]2[S:7][C:8]([C:14]([NH:19][C:20]3[N:21]=[CH:22][C:23]([C:24]([O:26][CH2:27][CH3:28])=[O:25])=[CH:29][CH:30]=3)=[O:16])=[C:9]([O:10][CH:11]([CH3:12])[CH3:13])[C:5]=2[CH:4]=1. Procedure details: Following a procedure analogous to Example 12, 5-methoxy-3-(1-methyl ethoxy)benzo[b]thiophene-2-carboxylic acid (1.07 g, 4 mmol ) and ethyl 6-aminonicotinate (690 mg, 4.2 mmol) provides 90 mg (6%) of product; mp 131°-133° C. The reactants are BrC1(CCC(N2C1=NC=C(C2=O)C(=O)O)C)Br (9,9-dibromo-6-methyl-4-oxo-6,7,8,9-tetrahydro-4H-pyrido[1,2-a]pyrimidine-3-carboxylic acid), NC1=CC=CC=C1 (aniline), CN(C1=CC=CC=C1)C (N,N-dimethylaniline), CS(=O)C (dimethyl sulfoxide), solution. The solvent is O (water). Run at time 3 day. Yields the product N(C1=CC=CC=C1)C1=CCC(N2C1=NC=C(C2=O)C(=O)O)C (9-anilino-6-methyl-4-oxo-6,7-dihydro-4H-pyrido[1,2-a]pyrimidine-3-carboxylic acid). Isolated yield 55.8%. RXN SMILES: Br[C:2]1(Br)[C:7]2=[N:8][CH:9]=[C:10]([C:13]([OH:15])=[O:14])[C:11](=[O:12])[N:6]2[CH:5]([CH3:16])[CH2:4][CH2:3]1.CS(C)=O.[NH2:22][C:23]1[CH:28]=[CH:27][CH:26]=[CH:25][CH:24]=1.CN(C)C1C=CC=CC=1>O>[NH:22]([C:2]1[C:7]2=[N:8][CH:9]=[C:10]([C:13]([OH:15])=[O:14])[C:11](=[O:12])[N:6]2[CH:5]([CH3:16])[CH2:4][CH:3]=1)[C:23]1[CH:28]=[CH:27][CH:26]=[CH:25][CH:24]=1. Procedure details: 1.83 g. (0.005 moles) of 9,9-dibromo-6-methyl-4-oxo-6,7,8,9-tetrahydro-4H-pyrido[1,2-a]pyrimidine-3-carboxylic acid are dissolved in 5 ml. of dimethyl sulfoxide. To the solution 0.5 ml. (0.0055 moles) of aniline and 1.3 ml. (0.01 moles) of N,N-dimethylaniline are added. The reaction mixture is allowed to stand for three days, whereupon it is poured onto 20 ml. of water. The crystals are filtered off, washed with a small amount of water, dried and recrystallized from acetonitrile. 0.83 g. (55.8%)... Starting materials: C(C)(C)(C)OC(C[C@@H](C(OCC)OCC)NS(=O)(=O)C1=C(C=C(C=C1)[N+](=O)[O-])OCC1=CC=CC=C1)=O ((S)-3-(2-Benzyloxy-4-nitro-benzenesulfonylamino)-4,4-diethoxy-butyric acid tert-butyl ester), [H][H] (hydrogen). Reagents/catalysts: [Pd] (Pd/C). Run in O1CCCC1.C(C)O (tetrahydrofuran ethanol). Product: C(C)(C)(C)OC(C[C@@H](C(OCC)OCC)NS(=O)(=O)C1=C(C=C(C=C1)N)O)=O ((S)-3-(4-amino-2-hydroxy-benzenesulfonylamino)-4,4-diethoxy-butyric acid tert-butyl ester). Reaction SMILES: [C:1]([O:5][C:6](=[O:37])[CH2:7][C@H:8]([NH:16][S:17]([C:20]1[CH:25]=[CH:24][C:23]([N+:26]([O-])=O)=[CH:22][C:21]=1[O:29]CC1C=CC=CC=1)(=[O:19])=[O:18])[CH:9]([O:13][CH2:14][CH3:15])[O:10][CH2:11][CH3:12])([CH3:4])([CH3:3])[CH3:2].[H][H]>[Pd].O1CCCC1.C(O)C>[C:1]([O:5][C:6](=[O:37])[CH2:7][C@H:8]([NH:16][S:17]([C:20]1[CH:25]=[CH:24][C:23]([NH2:26])=[CH:22][C:21]=1[OH:29])(=[O:18])=[O:19])[CH:9]([O:10][CH2:11][CH3:12])[O:13][CH2:14][CH3:15])([CH3:3])([CH3:4])[CH3:2] |f:3.4|. Procedure: (S)-3-(2-Benzyloxy-4-nitro-benzenesulfonylamino)-4,4-diethoxy-butyric acid tert-butyl ester (150 mg, 0.28 mmol) was hydrogenated with 10% Pd/C (50 mg) in 1:1 tetrahydrofuran/ethanol (10 mL) at room temperature under 50 psi hydrogen in a Parr shaker for 3 h. The reaction mixture was filtered over a celite pad, the catalyst was washed with ethanol, the organics were combined and the solvent was removed under reduced pressure to give (S)-3-(4-amino-2-hydroxy-benzenesulfonylamino)-4,4-diethoxy-butyr...